This data is from the Open Reaction Database (ORD), a public repository of structured organic reaction records. The task is: describe an organic reaction: reactants, conditions, products, and yield Starting materials: CO, [H][H], CC(C)(O)COc1cc(N=[N+]=[N-])nc(N2CCOCC2)n1, C1CCOC1. The product is CC(C)(O)COc1cc(N)nc(N2CCOCC2)n1. As a reaction SMILES: [CH3:29][OH:30].[H:22][H:23].[N:1](=[N+:2]=[N-:3])[c:4]1[cH:5][c:6]([O:16][CH2:17][C:18]([CH3:19])([OH:20])[CH3:21])[n:7][c:8]([N:10]2[CH2:11][CH2:12][O:13][CH2:14][CH2:15]2)[n:9]1.[O:24]1[CH2:25][CH2:26][CH2:27][CH2:28]1>>[NH2:1][c:4]1[cH:5][c:6]([O:16][CH2:17][C:18]([CH3:19])([OH:20])[CH3:21])[n:7][c:8]([N:10]2[CH2:11][CH2:12][O:13][CH2:14][CH2:15]2)[n:9]1. Starting materials: Cl (hydrochloric acid), C1=CC=CC=2OC3=CC=CC=C3C(C12)CC1(C(NC(N1)=O)=O)C1=CC=C(C=C1)C1=NN=NN1 (5-(9H-xanthen-9-ylmethyl)-5-[4-(1H-tetrazol-5-yl)phenyl]hydantoin), [OH-].[Na+] (sodium hydroxide), Example 1 ( vi ). Yields the product NC(C(=O)O)(CC1C2=CC=CC=C2OC=2C=CC=CC12)C1=CC=C(C=C1)C1=NN=NN1 (2-Amino-2-[4-(1H-tetrazol-5-yl)phenyl]-3-(9H-xanthen-9-yl)propanoic acid). Reaction SMILES: [CH:1]1[C:14]2[CH:13]([CH2:15][C:16]3([C:23]4[CH:28]=[CH:27][C:26]([C:29]5[NH:33][N:32]=[N:31][N:30]=5)=[CH:25][CH:24]=4)[NH:20]C(=O)N[C:17]3=[O:22])[C:12]3[C:7](=[CH:8][CH:9]=[CH:10][CH:11]=3)[O:6][C:5]=2[CH:4]=[CH:3][CH:2]=1.[OH-:34].[Na+].Cl>>[NH2:20][C:16]([C:23]1[CH:28]=[CH:27][C:26]([C:29]2[NH:33][N:32]=[N:31][N:30]=2)=[CH:25][CH:24]=1)([CH2:15][CH:13]1[C:14]2[CH:1]=[CH:2][CH:3]=[CH:4][C:5]=2[O:6][C:7]2[C:12]1=[CH:11][CH:10]=[CH:9][CH:8]=2)[C:17]([OH:22])=[O:34] |f:1.2|. Procedure details: 5-(9H-xanthen-9-ylmethyl)-5-[4-(1H-tetrazol-5-yl)phenyl]hydantoin (3.2 g, 7.6 mmol) was heated with aqueous sodium hydroxide (2M, 23 ml) at 130° C. for 2 days following the procedure described in Example 1 (vi). The reaction mixture was acidified with aqueous hydrochloric acid and the product isolated by filtration to give the title compound as a white solid. Starting materials: Cc1c(C2=CCC(c3ccccc3)(N(C)C)CC2)[nH]c2ccccc12, CC(=O)O. The product is Cc1c(C2CCC(c3ccccc3)(N(C)C)CC2)[nH]c2ccccc12. RXN SMILES: [CH3:1][N:2]([C:3]1([c:19]2[cH:20][cH:21][cH:22][cH:23][cH:24]2)[CH2:4][CH:5]=[C:6]([c:9]2[nH:10][c:11]3[cH:12][cH:13][cH:14][cH:15][c:16]3[c:17]2[CH3:18])[CH2:7][CH2:8]1)[CH3:25].[CH3:26][C:27](=[O:28])[OH:29]>>[CH3:1][N:2]([C:3]1([c:19]2[cH:20][cH:21][cH:22][cH:23][cH:24]2)[CH2:4][CH2:5][CH:6]([c:9]2[nH:10][c:11]3[cH:12][cH:13][cH:14][cH:15][c:16]3[c:17]2[CH3:18])[CH2:7][CH2:8]1)[CH3:25]. The reactants are CCN(C(C)C)C(C)C (DIEA), CN=C=O (methylisocyanate), N1CC(CC1)N1CCN(CC1)C(=O)OCC1=CC=CC=C1 (Benzyl 4-pyrrolidin-3-ylpiperazine-1-carboxylate). The solvent is C(Cl)Cl (methylene chloride), C(Cl)Cl (methylene chloride). Reaction conditions: time 30 minute. Product: CNC(=O)N1CC(CC1)N1CCN(CC1)C(=O)OCC1=CC=CC=C1 (Benzyl 4-{1-[(methylamino)carbonyl]pyrrolidin-3-yl}piperazine-1-carboxylate). Reaction SMILES: [NH:1]1[CH2:5][CH2:4][CH:3]([N:6]2[CH2:11][CH2:10][N:9]([C:12]([O:14][CH2:15][C:16]3[CH:21]=[CH:20][CH:19]=[CH:18][CH:17]=3)=[O:13])[CH2:8][CH2:7]2)[CH2:2]1.CCN(C(C)C)C(C)C.[CH3:31][N:32]=[C:33]=[O:34]>C(Cl)Cl>[CH3:31][NH:32][C:33]([N:1]1[CH2:5][CH2:4][CH:3]([N:6]2[CH2:11][CH2:10][N:9]([C:12]([O:14][CH2:15][C:16]3[CH:21]=[CH:20][CH:19]=[CH:18][CH:17]=3)=[O:13])[CH2:8][CH2:7]2)[CH2:2]1)=[O:34]. Procedure: 45-3 (0.27 g, 0.93 mmol) was dissolved in methylene chloride (4 mL) and DIEA (0.60 g, 4.67 mmol) and then a methylene chloride solution (1 mL) of methylisocyanate (0.050 g, 0.93 mmol) was added. The solution was then stirred for 30 minutes, after which it was concentrated and purified on a C18 preparative hplc column to afford 45-4. 1H-NMR (CD3OD): 7.37(m, 5H); 5.17(s, 2H); 3.89(m, 4H); 3.59(m, 4H); 3.36(m, 5H); 2.74(s, 3H); 2.47(m, 1H); 2.24(m, 1H). The reactants are FC(F)(F)CCCBr, O=C([O-])[O-], CN(C)C=O, CCOC(C)=O, [K+], [K+], O=C1OC(c2ccccc2)C2CCc3cc(O)ccc3N12. Yields the product O=C1OC(c2ccccc2)C2CCc3cc(OCCCC(F)(F)F)ccc3N12. As a reaction SMILES: [Br:22][CH2:23][CH2:24][CH2:25][C:26]([F:27])([F:28])[F:29].[C:30](=[O:31])([O-:32])[O-:33].[CH3:36][N:37]([CH3:38])[CH:39]=[O:40].[CH3:41][CH2:42][O:43][C:44](=[O:45])[CH3:46].[K+:34].[K+:35].[OH:1][c:2]1[cH:3][c:4]2[c:9]([cH:10][cH:11]1)[N:8]1[CH:7]([CH2:6][CH2:5]2)[CH:14]([c:15]2[cH:16][cH:17][cH:18][cH:19][cH:20]2)[O:13][C:12]1=[O:21]>>[O:1]([c:2]1[cH:3][c:4]2[c:9]([cH:10][cH:11]1)[N:8]1[CH:7]([CH2:6][CH2:5]2)[CH:14]([c:15]2[cH:16][cH:17][cH:18][cH:19][cH:20]2)[O:13][C:12]1=[O:21])[CH2:23][CH2:24][CH2:25][C:26]([F:27])([F:28])[F:29]. Starting materials: O=C([O-])[O-], COc1cc2c(Cl)ncnc2cc1OCCCN1CCOCC1, [K+], [K+], [Na+], CN(C)C=O, [OH-], Oc1ccc2ccccc2n1. The product is COc1cc2c(Oc3ccc4ccccc4n3)ncnc2cc1OCCCN1CCOCC1. RXN SMILES: [C:24](=[O:25])([O-:26])[O-:27].[Cl:1][c:2]1[n:3][cH:4][n:5][c:6]2[cH:7][c:8]([O:14][CH2:15][CH2:16][CH2:17][N:18]3[CH2:19][CH2:20][O:21][CH2:22][CH2:23]3)[c:9]([O:12][CH3:13])[cH:10][c:11]12.[K+:28].[K+:29].[Na+:42].[O:43]=[CH:44][N:45]([CH3:46])[CH3:47].[OH-:41].[OH:30][c:31]1[n:32][c:33]2[cH:34][cH:35][cH:36][cH:37][c:38]2[cH:39][cH:40]1>>[c:2]1([O:30][c:31]2[n:32][c:33]3[cH:34][cH:35][cH:36][cH:37][c:38]3[cH:39][cH:40]2)[n:3][cH:4][n:5][c:6]2[cH:7][c:8]([O:14][CH2:15][CH2:16][CH2:17][N:18]3[CH2:19][CH2:20][O:21][CH2:22][CH2:23]3)[c:9]([O:12][CH3:13])[cH:10][c:11]12. Reactants: C(C)C1=CC=C(C=C1)C=1ON=C2C1C=CC=C2 (3-(4-ethylphenyl)-2,1-benzisoxazole), BrN1C(CCC1=O)=O (N-bromosuccinimide). The reagents and catalysts are C(C1=CC=CC=C1)(=O)OOC(C1=CC=CC=C1)=O (benzoyl peroxide). Run in C(Cl)(Cl)(Cl)Cl (carbon tetrachloride). Yields the product BrC(C)C1=CC=C(C=C1)C=1ON=C2C1C=CC=C2 (3-[4-(1-Bromoethyl)phenyl]-2,1-benzisoxazole). Isolated yield 87.2%. As a reaction SMILES: [CH2:1]([C:3]1[CH:8]=[CH:7][C:6]([C:9]2[O:10][N:11]=[C:12]3[CH:17]=[CH:16][CH:15]=[CH:14][C:13]=23)=[CH:5][CH:4]=1)[CH3:2].[Br:18]N1C(=O)CCC1=O>C(Cl)(Cl)(Cl)Cl.C(OOC(=O)C1C=CC=CC=1)(=O)C1C=CC=CC=1>[Br:18][CH:1]([C:3]1[CH:8]=[CH:7][C:6]([C:9]2[O:10][N:11]=[C:12]3[CH:17]=[CH:16][CH:15]=[CH:14][C:13]=23)=[CH:5][CH:4]=1)[CH3:2]. Procedure details: A solution of 24.5 g (0.11 mole) of 3-(4-ethylphenyl)-2,1-benzisoxazole in 330 ml of carbon tetrachloride was heated to reflux and treated with 19.6 g (0.11 mole) of N-bromosuccinimide and 10 mg of benzoyl peroxide. The mixture was maintained at reflux by illumination with a floodlamp for 20 min, at which time all insoluble material was floating. The mixture was cooled and filtered. The filtrate was washed with dilute sodium bicarbonate solution and the organic fraction was concentrated to a yel... Reactants: C(#N)C1=C(C(=O)OC)C=CC=C1 (methyl 2-cyanobenzoate), C(Cl)(Cl)Cl (chloroform), [H][H] (hydrogen). Reagents/catalysts: O=[Pt]=O (PtO2). The solvent is CCO (EtOH). Yields the product NCC1=C(C(=O)OC)C=CC=C1 (methyl 2-(aminomethyl)benzoate), Cl (HCl). As a reaction SMILES: [C:1]([C:3]1[CH:12]=[CH:11][CH:10]=[CH:9][C:4]=1[C:5]([O:7][CH3:8])=[O:6])#[N:2].[H][H].C(Cl)(Cl)[Cl:16]>CCO.O=[Pt]=O>[NH2:2][CH2:1][C:3]1[CH:12]=[CH:11][CH:10]=[CH:9][C:4]=1[C:5]([O:7][CH3:8])=[O:6].[ClH:16]. Procedure details: A mixture of methyl 2-cyanobenzoate (1.0 g, 6.2 mmol) and PtO2 (100 mg) in 20 mL EtOH and 1 ml of chloroform was hydrogenated under 50 psi of hydrogen for 2 h. The reaction mixture was filtered through Celite® in a sintered glass funnel and concentrated on a rotary evaporator to give methyl 2-(aminomethyl)benzoate as a HCl salt and this was carried to the next step crude. The reactants are ice, C(C)(=O)N1CC2(CCSCC2)C2=CC=C(C=C12)Br (1-acetyl-6-bromo-1,2,2′,3′,5′,6′-hexahydrospiro[indole-3,4′-thiopyran]), OOS(=O)[O-].[K+] (oxone), [NH4+].[Cl-] (NH4Cl). Run in CO (MeOH), O (H2O), CC(=O)C (acetone), O (H2O). Run at time 20 hour. Yields the product C(C)(=O)N1CC2(CCS(CC2)(=O)=O)C2=CC=C(C=C12)Br (1-acetyl-6-bromo-1,2,2′,3′,5′,6′-hexahydrospiro-[indole-3,4′-thiopyran]1′,1′-dioxide). Reaction SMILES: [C:1]([N:4]1[C:17]2[C:12](=[CH:13][CH:14]=[C:15]([Br:18])[CH:16]=2)[C:6]2([CH2:11][CH2:10]S[CH2:8][CH2:7]2)[CH2:5]1)(=[O:3])[CH3:2].O[O:20][S:21]([O-:23])=O.[K+].[NH4+].[Cl-]>CO.O.CC(C)=O>[C:1]([N:4]1[C:17]2[C:12](=[CH:13][CH:14]=[C:15]([Br:18])[CH:16]=2)[C:6]2([CH2:7][CH2:8][S:21](=[O:23])(=[O:20])[CH2:10][CH2:11]2)[CH2:5]1)(=[O:3])[CH3:2] |f:1.2,3.4|. Procedure: To a stirred ice-cooled suspension of crude 1-acetyl-6-bromo-1,2,2′,3′,5′,6′-hexahydrospiro[indole-3,4′-thiopyran] (0.68 g, 2.1 mmol) in MeOH (40 mL), H2O (5 mL) and acetone (10 mL) was added oxone (2.58 g, 4.20 mmol) in H2O (15 mL). The resulting mixture was stirred at rt for 20 h. After this time the mixture was poured into ice and saturated aqueous NH4Cl and extracted with EtOAc. The combined organic extracts were washed with brine, dried over Na2SO4, and concentrated in vacuo to give 1-acety... Reactants: CC=1NC=CN1 (2-methylimidazole), ClC=1N=C(C2=C(N1)SC(=C2)C(F)(F)F)NCC2=CC=CC=C2 (2-chloro-6-trifluoromethyl-4-benzylamino-thieno-[2,3-d]-pyrimidine). The product is CC=1N(C=CN1)C=1N=C(C2=C(N1)SC(=C2)C(F)(F)F)NCC2=CC=CC=C2 (2-(2-methylimidazol-1-yl)-6-trifluoromethyl-4-benzylamino-thieno-[2,3-d]-pyrimidine). RXN SMILES: [CH3:1][C:2]1[NH:3][CH:4]=[CH:5][N:6]=1.Cl[C:8]1[N:9]=[C:10]([NH:21][CH2:22][C:23]2[CH:28]=[CH:27][CH:26]=[CH:25][CH:24]=2)[C:11]2[CH:16]=[C:15]([C:17]([F:20])([F:19])[F:18])[S:14][C:12]=2[N:13]=1>>[CH3:1][C:2]1[N:3]([C:8]2[N:9]=[C:10]([NH:21][CH2:22][C:23]3[CH:28]=[CH:27][CH:26]=[CH:25][CH:24]=3)[C:11]3[CH:16]=[C:15]([C:17]([F:18])([F:19])[F:20])[S:14][C:12]=3[N:13]=2)[CH:4]=[CH:5][N:6]=1. Procedure details: Following the procedure of Example 97, the reaction of 2-methylimidazole with 2-chloro-6-trifluoromethyl-4-benzylamino-thieno-[2,3-d]-pyrimidine gives 2-(2-methylimidazol-1-yl)-6-trifluoromethyl-4-benzylamino-thieno-[2,3-d]-pyrimidine.